This data is from the Open Reaction Database (ORD), a public repository of structured organic reaction records. The task is: describe an organic reaction: reactants, conditions, products, and yield Reactants: C(C)NCC (diethylamine), CC(=O)C (acetone), [N+](=O)([O-])C1=C(C=C2NC(C(NC2=C1)=O)=O)S(=O)(=O)Cl (1,2,3,4-tetrahydro-7-nitro-2,3-dioxo-6-quinoxalinesulfonyl chloride), C(C)(=O)O (acetic acid). The solvent is O (water). Conditions: time 16 hour. Product: C(C)N(S(=O)(=O)C=1C=C2NC(C(NC2=CC1[N+](=O)[O-])=O)=O)CC (N,N-diethyl-1,2,3,4-tetrahydro-7-nitro-2,3-dioxo-6-quinoxaline sulfonamide). The yield is 59.0%. Reaction SMILES: [CH2:1]([NH:3][CH2:4][CH3:5])[CH3:2].CC(C)=O.[N+:10]([C:13]1[CH:22]=[C:21]2[C:16]([NH:17][C:18](=[O:24])[C:19](=[O:23])[NH:20]2)=[CH:15][C:14]=1[S:25](Cl)(=[O:27])=[O:26])([O-:12])=[O:11].C(O)(=O)C>O>[CH2:1]([N:3]([CH2:4][CH3:5])[S:25]([C:14]1[CH:15]=[C:16]2[C:21](=[CH:22][C:13]=1[N+:10]([O-:12])=[O:11])[NH:20][C:19](=[O:23])[C:18](=[O:24])[NH:17]2)(=[O:26])=[O:27])[CH3:2]. Procedure: To a solution of 10.97 g (0.015 mole) of diethylamine in 20 ml of acetone 4.58 g (0.015 mole) of 1,2,3,4-tetrahydro-7-nitro-2,3-dioxo-6-quinoxalinesulfonyl chloride are added a temperature between 5° C. and 10° C., under stirring, the mixture is stirred at the same temperature for 3 hours and allowed to stand for 16 hours. Then 6 ml of acetic acid and 40 ml of water are added to the mixture, the separated crystals are filtered off, washed with water and acetone, dried and recrystallized from ace... Reactants: CC(CO)(CO)C (2,2-Dimethyl-1,3-propanediol), C1(=CC=C(C=C1)S(=O)(=O)O)C (p-toluene sulfonic acid), ClC1=CC=C(C=C1)C(CSCC(=O)OCC)=O (Ethyl {[2-(4-chlorophenyl)-2-oxoethyl]thio}acetate). Run in C1(=CC=CC=C1)C (toluene). Product: ClC1=CC=C(C=C1)C1(OCC(CO1)(C)C)CSCC(=O)OCC (Ethyl ({[2-(4-chlorophenyl)-5,5-dimethyl-1,3-dioxan-2-yl]methyl}thio)acetate). Yield: 31.3%. RXN SMILES: [Cl:1][C:2]1[CH:7]=[CH:6][C:5]([C:8](=[O:17])[CH2:9][S:10][CH2:11][C:12]([O:14][CH2:15][CH3:16])=[O:13])=[CH:4][CH:3]=1.[CH3:18][C:19]([CH3:24])([CH2:22]O)[CH2:20][OH:21].C1(C)C=CC(S(O)(=O)=O)=CC=1>C1(C)C=CC=CC=1>[Cl:1][C:2]1[CH:7]=[CH:6][C:5]([C:8]2([CH2:9][S:10][CH2:11][C:12]([O:14][CH2:15][CH3:16])=[O:13])[O:21][CH2:20][C:19]([CH3:24])([CH3:22])[CH2:18][O:17]2)=[CH:4][CH:3]=1. Procedure: Ethyl {[2-(4-chlorophenyl)-2-oxoethyl]thio}acetate (8.15 g, 29.9 mmol) was dissolved in toluene (165 ml). 2,2-Dimethyl-1,3-propanediol (24.8 g, 238 mmol) and p-toluene sulfonic acid (300 mg) were added. The mixture was stirred at reflux in a Dean-Stark apparatus for 2.5 h and concentrated under reduced pressure. The crude product was dissolved in CH2Cl2. The mixture was washed with H2O (3×), brine, dried (Na2SO4) and concentrated under reduced pressure. The residue was purified by flash-chromato... Starting materials: COC(CC(C)=O)=O (3-oxo-butyric acid methyl ester), R3-(CH2)m-NH2, N1(CCCCC1)N (1-piperidinamine), BrCC(=O)C1=CC=C(C=C1)OC(F)(F)F (2-bromo-1-(4-trifluoromethoxy-phenyl)-ethanone), C1(CC1)CN (cyclopropanemethylamine). Product: N1(CCCCC1)NC(=O)C1=C(N(C(=C1)C1=CC=C(C=C1)OC(F)(F)F)CC1CC1)C (Cyclopropylmethyl-2-methyl-5-(4-trifluoromethoxy-phenyl)-1H-pyrrole-3-carboxylic acid piperidin-1-ylamide). Reaction SMILES: C[O:2][C:3](=O)[CH2:4][C:5](=O)[CH3:6].Br[CH2:10][C:11]([C:13]1[CH:18]=[CH:17][C:16]([O:19][C:20]([F:23])([F:22])[F:21])=[CH:15][CH:14]=1)=O.[CH:24]1([CH2:27][NH2:28])[CH2:26][CH2:25]1.[N:29]1([NH2:35])[CH2:34][CH2:33][CH2:32][CH2:31][CH2:30]1>>[N:29]1([NH:35][C:3]([C:4]2[CH:10]=[C:11]([C:13]3[CH:18]=[CH:17][C:16]([O:19][C:20]([F:23])([F:22])[F:21])=[CH:15][CH:14]=3)[N:28]([CH2:27][CH:24]3[CH2:26][CH2:25]3)[C:5]=2[CH3:6])=[O:2])[CH2:34][CH2:33][CH2:32][CH2:31][CH2:30]1. Reported procedure: The title compound was synthesized in analogy to Example 68, using 3-oxo-butyric acid methyl ester as compound of formula R, 2-bromo-1-(4-trifluoromethoxy-phenyl)-ethanone as compound of formula S, cyclopropanemethylamine as R3-(CH2)m-NH2 and 1-piperidinamine as R1R2NH, MS (ISP) 422.3 (M+H)+. Reactants: O=C(O)C(=O)O, Cc1cc(O)cc(O)c1, C=C(C)C1C=CC(C)(O)CC1, Cc1ccccc1, CCOCC, O, O. Product: C=C(C)C1CCC(C)=CC1c1c(C)cc(O)cc1O. Reaction SMILES: [C:23]([OH:24])(=[O:25])[C:26]([OH:27])=[O:28].[CH3:12][c:13]1[cH:14][c:15]([OH:20])[cH:16][c:17]([OH:18])[cH:19]1.[CH3:1][C:2]1([OH:11])[CH:3]=[CH:4][CH:5]([C:8](=[CH2:9])[CH3:10])[CH2:6][CH2:7]1.[CH3:29][c:30]1[cH:31][cH:32][cH:33][cH:34][cH:35]1.[CH3:36][CH2:37][O:38][CH2:39][CH3:40].[OH2:21].[OH2:22]>>[CH3:1][C:2]1=[CH:3][CH:4]([c:14]2[c:13]([CH3:12])[cH:19][c:17]([OH:18])[cH:16][c:15]2[OH:20])[CH:5]([C:8](=[CH2:9])[CH3:10])[CH2:6][CH2:7]1. Conditions: time 2 hour. Solvent: C(Cl)Cl (DCM). Reaction SMILES: [F:1][C:2]1([F:20])[CH2:4][CH:3]1[CH2:5][C:6]1([OH:19])[CH2:11][CH2:10][N:9](C(OC(C)(C)C)=O)[CH2:8][CH2:7]1.C(O)(C(F)(F)F)=O>C(Cl)Cl>[F:20][C:2]1([F:1])[CH2:4][CH:3]1[CH2:5][C:6]1([OH:19])[CH2:7][CH2:8][NH:9][CH2:10][CH2:11]1. Yields the product FC1(C(C1)CC1(CCNCC1)O)F (4((2,2-difluorocyclopropyl)methy)piperidin-4-ol). Procedure: To a solution of compound 11C (1 eq.) in DCM, was added TFA (10 eq.), the reaction mixture was stirred at room temperature for about 2 hours, when TLC detected no s.m. The reaction mixture was concentrated to afford the desired product 11D. The crude product was used for the next step directly without further purification. LC-MS: m/z 192.3 (M+H)+ Reactants: FC1(C(C1)CC1(CCN(CC1)C(=O)OC(C)(C)C)O)F (tert-butyl 4-((2,2-difluorocyclopropyl)methyl)-4-hydroxypiperidine-1-carboxylate), C(=O)(C(F)(F)F)O (TFA).